Dataset: the Open Reaction Database (ORD), a public repository of structured organic reaction records. Task: describe an organic reaction: reactants, conditions, products, and yield Reactants: FC1=C(C=C(C=C1)F)CC(C)N (Racemic 1-(2,5-difluorophenyl)propan-2-amine), ClC1=C(C(NC=C1)=O)C1=NC=2C(=CC=3C(N(C(C3C2)=O)C2CCN(CC2)C)=O)N1 (2-(4-chloro-2-oxo-1,2-dihydropyridin-3-yl)-6-(1-methylpiperidin-4-yl)imidazo[4,5-f]isoindole-5,7(1H,6H)-dione). The product is FC1=C(C=C(C=C1)F)CC(C)NC1=C(C(NC=C1)=O)C1=NC=2C(=CC=3C(N(C(C3C2)=O)C2CCN(CC2)C)=O)N1 (2-(4-(1-(2,5-Difluorophenyl)propan-2-ylamino)-2-oxo-1,2-dihydropyridin-3-yl)-6-(1-methylpiperidin-4-yl)imidazo[4,5-f]isoindole-5,7(1H,6H)-dione). RXN SMILES: [F:1][C:2]1[CH:7]=[CH:6][C:5]([F:8])=[CH:4][C:3]=1[CH2:9][CH:10]([NH2:12])[CH3:11].Cl[C:14]1[CH:19]=[CH:18][NH:17][C:16](=[O:20])[C:15]=1[C:21]1[NH:41][C:24]2=[CH:25][C:26]3[C:27](=[O:40])[N:28]([CH:33]4[CH2:38][CH2:37][N:36]([CH3:39])[CH2:35][CH2:34]4)[C:29](=[O:32])[C:30]=3[CH:31]=[C:23]2[N:22]=1>>[F:1][C:2]1[CH:7]=[CH:6][C:5]([F:8])=[CH:4][C:3]=1[CH2:9][CH:10]([NH:12][C:14]1[CH:19]=[CH:18][NH:17][C:16](=[O:20])[C:15]=1[C:21]1[NH:22][C:23]2=[CH:31][C:30]3[C:29](=[O:32])[N:28]([CH:33]4[CH2:38][CH2:37][N:36]([CH3:39])[CH2:35][CH2:34]4)[C:27](=[O:40])[C:26]=3[CH:25]=[C:24]2[N:41]=1)[CH3:11]. Procedure details: Racemic 1-(2,5-difluorophenyl)propan-2-amine and 2-(4-chloro-2-oxo-1,2-dihydropyridin-3-yl)-6-(1-methylpiperidin-4-yl)imidazo[4,5-f]isoindole-5,7(1H,6H)-dione were submitted to general procedure A. The isolated solid was triturated with water once and MeOH four times to give the title compound as an off-white solid, which was used directly in the next step. Starting materials: C(C)(C)(C)OC(=O)NC=1C=C(CC2C(NCC(N2)=O)=O)C=CC1 (3-[3-(tert-butoxycarbonylamino)benzyl]-2,5-piperazinedione). Solvent: FC(C(=O)O)(F)F (trifluoroacetic acid). Run at time 2 hour. The product is C(C1=CC=CC=C1)NC=1C=C(CC2NC(CNC2=O)=O)C=CC1 (2-[3-(benzylamino)benzyl]-3,6-piperazinedione). RXN SMILES: C(O[C:6]([NH:8][C:9]1[CH:10]=[C:11]([CH:21]=[CH:22][CH:23]=1)[CH2:12][CH:13]1[NH:18][C:17](=[O:19])[CH2:16][NH:15][C:14]1=[O:20])=O)(C)(C)C>FC(F)(F)C(O)=O>[CH2:6]([NH:8][C:9]1[CH:10]=[C:11]([CH:21]=[CH:22][CH:23]=1)[CH2:12][CH:13]1[C:14](=[O:20])[NH:15][CH2:16][C:17](=[O:19])[NH:18]1)[C:9]1[CH:10]=[CH:11][CH:21]=[CH:22][CH:23]=1. Procedure: A solution of 3-[3-(tert-butoxycarbonylamino)benzyl]-2,5-piperazinedione. (0.75 g) in trifluoroacetic acid (10 ml) was stirred for 4 hours at room temperature. After removal of the solvent by evaporation, the residue was dissolved in a mixture of dichloromethane (10 ml) and methanol (3 ml) and thereto benzaldehyde (0.742 g) and sodium triacetoxyborohydride (2.11 g) were added. The whole was stirred for 2 hours at room temperature and concentrated under reduced pressure. The residue was purified ... Reactants: ClC1=C2C3(C(N(C2=CC=C1)CC(N)=NOC(=O)C1CC1)=O)COC=1C3=CC3=C(OCO3)C1 (2-(4′-chloro-2′-oxospiro[furo[2,3-f][1,3]benzodioxole-7,3′-indol]-1′(2′H)-yl)-N′-[(cyclopropylcarbonyl)oxy]ethanimidamide). The solvent is N1=CC=CC=C1 (pyridine). Product: ClC1=C2C3(C(N(C2=CC=C1)CC1=NOC(=N1)C1CC1)=O)COC=1C3=CC3=C(OCO3)C1 (4′-chloro-1′-[(5-cyclopropyl-1,2,4-oxadiazol-3-yl)methyl]spiro[furo[2,3-f][1,3]benzodioxole-7,3′-indol]-2′(1′H)-one). Yield: 158.1%. Reaction SMILES: [Cl:1][C:2]1[CH:10]=[CH:9][CH:8]=[C:7]2[C:3]=1[C:4]1([C:25]3=[CH:26][C:27]4[O:31][CH2:30][O:29][C:28]=4[CH:32]=[C:24]3[O:23][CH2:22]1)[C:5](=[O:21])[N:6]2[CH2:11][C:12](=[N:14][O:15][C:16]([CH:18]1[CH2:20][CH2:19]1)=O)[NH2:13]>N1C=CC=CC=1>[Cl:1][C:2]1[CH:10]=[CH:9][CH:8]=[C:7]2[C:3]=1[C:4]1([C:25]3=[CH:26][C:27]4[O:31][CH2:30][O:29][C:28]=4[CH:32]=[C:24]3[O:23][CH2:22]1)[C:5](=[O:21])[N:6]2[CH2:11][C:12]1[N:13]=[C:16]([CH:18]2[CH2:19][CH2:20]2)[O:15][N:14]=1. Reported procedure: A stirred solution of 2-(4′-chloro-2′-oxospiro[furo[2,3-f][1,3]benzodioxole-7,3′-indol]-1′(2′H)-yl)-N′-[(cyclopropylcarbonyl)oxy]ethanimidamide (0.24 g, 0.52 mmol) in pyridine (1 mL) was heated at 170° C. for 30 min in a microwave reactor. The solution was concentrated in vacuo to dryness, purified by flash chromatography with ethyl acetate in hexanes (15% to 50% gradient) to afford 4′-chloro-1′-[(5-cyclopropyl-1,2,4-oxadiazol-3-yl)methyl]spiro[furo[2,3-f][1,3]benzodioxole-7,3′-indol]-2′(1′H)-on...